Dataset: the Open Reaction Database (ORD), a public repository of structured organic reaction records. Task: describe an organic reaction: reactants, conditions, products, and yield The reactants are N1CCC(CC1)=O (4-piperidone), ClCCCCOCCC (1-chloro-4-propoxybutane). The product is C(CC)OCCCCN1CCC(CC1)=O (1-(4-Propoxybutyl)-4-piperidone). RXN SMILES: [NH:1]1[CH2:6][CH2:5][C:4](=[O:7])[CH2:3][CH2:2]1.Cl[CH2:9][CH2:10][CH2:11][CH2:12][O:13][CH2:14][CH2:15][CH3:16]>>[CH2:14]([O:13][CH2:12][CH2:11][CH2:10][CH2:9][N:1]1[CH2:6][CH2:5][C:4](=[O:7])[CH2:3][CH2:2]1)[CH2:15][CH3:16]. Procedure: 1-(4-Propoxybutyl)-4-piperidone is prepared from 4-piperidone and 1-chloro-4-propoxybutane essentially as described above in Example 38, Scheme C, step a. Procedure: To a suspension of (5R)-5-((R)-2-heptyloxycarbonylmethyl)-1-[4-(1-pyrrolidinyl)-2-chlorobenzoyl]-2,3,4,5-tetrahydro-1H-benzazepine (33 g) in methanol (500 ml) is added a 5N aqueous sodium hydroxide solution (25.8 ml), and the mixture is heated with stirring at 40-50° C. for two hours. To the mixture is further added a 5N aqueous sodium hydroxide solution (15 ml), and the mixture is heated with stirring at 50° C. for three hours. The reaction solution is acidified with hydrochloric acid, and conc... Reaction conditions: temperature 45 celsius, time 2 hour. Reaction SMILES: C[C@@H]([O:8][C:9]([CH2:11][C@@H:12]1[C:18]2[CH:19]=[CH:20][CH:21]=[CH:22][C:17]=2[N:16]([C:23](=[O:36])[C:24]2[CH:29]=[CH:28][C:27]([N:30]3[CH2:34][CH2:33][CH2:32][CH2:31]3)=[CH:26][C:25]=2[Cl:35])[CH2:15][CH2:14][CH2:13]1)=[O:10])CCCCC.[OH-].[Na+].Cl>CO>[C:9]([CH2:11][C@@H:12]1[C:18]2[CH:19]=[CH:20][CH:21]=[CH:22][C:17]=2[N:16]([C:23](=[O:36])[C:24]2[CH:29]=[CH:28][C:27]([N:30]3[CH2:31][CH2:32][CH2:33][CH2:34]3)=[CH:26][C:25]=2[Cl:35])[CH2:15][CH2:14][CH2:13]1)([OH:10])=[O:8] |f:1.2|. Starting materials: Cl (hydrochloric acid), C[C@H](CCCCC)OC(=O)C[C@H]1CCCN(C2=C1C=CC=C2)C(C2=C(C=C(C=C2)N2CCCC2)Cl)=O ((5R)-5-((R)-2-heptyloxycarbonylmethyl)-1-[4-(1-pyrrolidinyl)-2-chlorobenzoyl]-2,3,4,5-tetrahydro-1H-benzazepine), [OH-].[Na+] (sodium hydroxide), [OH-].[Na+] (sodium hydroxide). Solvent: CO (methanol). Yields the product C(=O)(O)C[C@H]1CCCN(C2=C1C=CC=C2)C(C2=C(C=C(C=C2)N2CCCC2)Cl)=O ((5R)-5-carboxymethyl-1-[4-(1-pyrrolidinyl)-2-chlorobenzoyl]-2,3,4,5-tetrahydro-1H-benzazepine). Yield: 79.1%. The reactants are CC(=O)O, O=N[O-], CC(C)Cn1c(N)cc(=O)[nH]c1=S, [Na+], O. Product: CC(C)Cn1c(N)c(N=O)c(=O)[nH]c1=S. RXN SMILES: [CH3:19][C:20](=[O:21])[OH:22].[N:14](=[O:15])[O-:16].[NH2:1][c:2]1[cH:3][c:4](=[O:13])[nH:5][c:6](=[S:12])[n:7]1[CH2:8][CH:9]([CH3:10])[CH3:11].[Na+:17].[OH2:18]>>[NH2:1][c:2]1[c:3]([N:14]=[O:15])[c:4](=[O:13])[nH:5][c:6](=[S:12])[n:7]1[CH2:8][CH:9]([CH3:10])[CH3:11]. Run in CCOC(=O)C (EtOAc), O (water). Yields the product N1=C(C=CC2=CC=CC=C12)N1CCC(CC1)OC1=NC=CC=C1C1CCN(CC1)C(=O)OC(C)(C)C (Tert-Butyl 4-(2-(1-(Quinolin-2-yl)Piperidin-4-yloxy)Pyridin-3-yl)Piperidine-1-Carboxylate). Reported procedure: Sodium hydride (60% dispersion in mineral oil, 254 mg, 10.58 mmol) was added to a solution of 1-(quinolin-2-yl)piperidin-4-ol (see PREPARATION P1.1; 805 mg, 3.53 mmol) in DMF (16.8 ml) under an atmosphere of nitrogen and the mixture was stirred for 15 mins at RT. Tert-butyl 4-(3-chloropyrazin-2-yl)piperidine-1-carboxylate (see PREPARATION P16.1; 1050 mg, 3.53 mmol) was next added, and the mixture was heated at 100° C. After the reaction was complete, the mixture was cooled to RT and diluted with... Reaction conditions: time 15 minute. Reactants: [H-].[Na+] (Sodium hydride), N1=C(C=CC2=CC=CC=C12)N1CCC(CC1)O (1-(quinolin-2-yl)piperidin-4-ol), CN(C)C=O (DMF), ClC=1C(=NC=CN1)C1CCN(CC1)C(=O)OC(C)(C)C (Tert-butyl 4-(3-chloropyrazin-2-yl)piperidine-1-carboxylate). Reaction SMILES: [H-].[Na+].[N:3]1[C:12]2[C:7](=[CH:8][CH:9]=[CH:10][CH:11]=2)[CH:6]=[CH:5][C:4]=1[N:13]1[CH2:18][CH2:17][CH:16]([OH:19])[CH2:15][CH2:14]1.Cl[C:21]1[C:22]([CH:27]2[CH2:32][CH2:31][N:30]([C:33]([O:35][C:36]([CH3:39])([CH3:38])[CH3:37])=[O:34])[CH2:29][CH2:28]2)=N[CH:24]=[CH:25][N:26]=1.[CH3:40]N(C=O)C>CCOC(C)=O.O>[N:3]1[C:12]2[C:7](=[CH:8][CH:9]=[CH:10][CH:11]=2)[CH:6]=[CH:5][C:4]=1[N:13]1[CH2:14][CH2:15][CH:16]([O:19][C:21]2[C:22]([CH:27]3[CH2:28][CH2:29][N:30]([C:33]([O:35][C:36]([CH3:37])([CH3:38])[CH3:39])=[O:34])[CH2:31][CH2:32]3)=[CH:40][CH:24]=[CH:25][N:26]=2)[CH2:17][CH2:18]1 |f:0.1|. The reactants are NC=1C=NC=CC1N1C[C@H](C[C@H](C1)CO[Si](C)(C)C(C)(C)C)NC(OC(C)(C)C)=O (cis (+/−)-tert-butyl 1-(3-aminopyridin-4-yl)-5-((tert-butyldimethylsilyloxy)methyl)piperidin-3-ylcarbamate), BrC1=CC=C(C(=N1)C(=O)O)F (6-bromo-3-fluoropicolinic acid). Yields the product BrC1=CC=C(C(=N1)C(=O)NC=1C=NC=CC1N1C[C@H](C[C@H](C1)CO)NC(OC(C)(C)C)=O)F (cis (+/−)-tert-butyl 1-(3-(6-bromo-3-fluoropicolinamido)pyridin-4-yl)-5-(hydroxymethyl)piperidin-3-ylcarbamate). As a reaction SMILES: [NH2:1][C:2]1[CH:3]=[N:4][CH:5]=[CH:6][C:7]=1[N:8]1[CH2:13][C@H:12]([CH2:14][O:15][Si](C(C)(C)C)(C)C)[CH2:11][C@H:10]([NH:23][C:24](=[O:30])[O:25][C:26]([CH3:29])([CH3:28])[CH3:27])[CH2:9]1.[Br:31][C:32]1[N:37]=[C:36]([C:38]([OH:40])=O)[C:35]([F:41])=[CH:34][CH:33]=1>>[Br:31][C:32]1[N:37]=[C:36]([C:38]([NH:1][C:2]2[CH:3]=[N:4][CH:5]=[CH:6][C:7]=2[N:8]2[CH2:13][C@H:12]([CH2:14][OH:15])[CH2:11][C@H:10]([NH:23][C:24](=[O:30])[O:25][C:26]([CH3:28])([CH3:27])[CH3:29])[CH2:9]2)=[O:40])[C:35]([F:41])=[CH:34][CH:33]=1. Reported procedure: Following Method 11 of Example 305, cis (+/−)-tert-butyl 1-(3-aminopyridin-4-yl)-5-((tert-butyldimethylsilyloxy)methyl)piperidin-3-ylcarbamate and 6-bromo-3-fluoropicolinic acid were coupled. Following purification by RP HPLC the product fractions were allowed to stand at it overnight in the 0.1% TFA acetonitile/water solution which removed the silyl group. Upon subsequent lyophilization, cis (+/−)-tert-butyl 1-(3-(6-bromo-3-fluoropicolinamido)pyridin-4-yl)-5-(hydroxymethyl)piperidin-3-ylcarbama... The reactants are [H-].[Na+] (sodium hydride), ClC1=CC(=C(NC)C=C1)[N+](=O)[O-] (4-chloro-N-methyl-2-nitroaniline), O (water), ClC1=CC=C(S1)S(=O)(=O)Cl (5-chloro-2-thiophenesulfonyl chloride). Solvent: CN(C)C=O (DMF). Product: ClC1=CC(=C(N(S(=O)(=O)C=2SC(=CC2)Cl)C)C=C1)[N+](=O)[O-] (4′,5-Dichloro-N-methyl-2′-nitro-2-thiophenesulfonanilide). Yield: 16.5%. RXN SMILES: [H-].[Na+].[Cl:3][C:4]1[CH:11]=[CH:10][C:7]([NH:8][CH3:9])=[C:6]([N+:12]([O-:14])=[O:13])[CH:5]=1.[Cl:15][C:16]1[S:20][C:19]([S:21](Cl)(=[O:23])=[O:22])=[CH:18][CH:17]=1.O>CN(C=O)C>[Cl:3][C:4]1[CH:11]=[CH:10][C:7]([N:8]([CH3:9])[S:21]([C:19]2[S:20][C:16]([Cl:15])=[CH:17][CH:18]=2)(=[O:23])=[O:22])=[C:6]([N+:12]([O-:14])=[O:13])[CH:5]=1 |f:0.1|. Procedure details: To a suspension of sodium hydride (60%, 0.15 g (3.75 mmol)) in DMF (5.0 ml), 4-chloro-N-methyl-2-nitroaniline (0.34 g (1.82 mmol)) was added with stirring at room temperature. To the resulting mixture, after 30 minutes' stirring at room temperature, 5-chloro-2-thiophenesulfonyl chloride (0.67 g (3.11 mmol)) was added. The reaction mixture was stirred at room temperature for 24 hours and then poured into water and extracted with chloroform. The extract was washed with water and saturated sodium c... Starting materials: ClCCl, Oc1ccc(F)cn1, CC1CCC(CO)CN1C(=O)OCc1ccccc1. Yields the product CC1CCC(COc2ccc(F)cn2)CN1C(=O)OCc1ccccc1. RXN SMILES: [Cl:28][CH2:29][Cl:30].[F:20][c:21]1[cH:22][cH:23][c:24]([OH:27])[n:25][cH:26]1.[OH:1][CH2:2][CH:3]1[CH2:4][CH2:5][CH:6]([CH3:19])[N:7]([C:9](=[O:10])[O:11][CH2:12][c:13]2[cH:14][cH:15][cH:16][cH:17][cH:18]2)[CH2:8]1>>[O:1]([CH2:2][CH:3]1[CH2:4][CH2:5][CH:6]([CH3:19])[N:7]([C:9](=[O:10])[O:11][CH2:12][c:13]2[cH:14][cH:15][cH:16][cH:17][cH:18]2)[CH2:8]1)[c:24]1[cH:23][cH:22][c:21]([F:20])[cH:26][n:25]1.